This data is from the Open Reaction Database (ORD), a public repository of structured organic reaction records. The task is: describe an organic reaction: reactants, conditions, products, and yield Reactants: COC1(c2ccc(OCCCC(=O)c3ccccc3)cc2)OCCO1, [Na+], [OH-], O. Yields the product O=C(CCCOc1ccc(C2(O)OCCO2)cc1)c1ccccc1. As a reaction SMILES: [CH2:1]1[CH2:2][O:3][C:4]([c:5]2[cH:6][cH:7][c:8]([O:11][CH2:12][CH2:13][CH2:14][C:15]([c:16]3[cH:17][cH:18][cH:19][cH:20][cH:21]3)=[O:22])[cH:9][cH:10]2)([O:23][CH3:24])[O:25]1.[Na+:27].[OH-:26].[OH2:28]>>[CH2:1]1[CH2:2][O:3][C:4]([c:5]2[cH:6][cH:7][c:8]([O:11][CH2:12][CH2:13][CH2:14][C:15]([c:16]3[cH:17][cH:18][cH:19][cH:20][cH:21]3)=[O:22])[cH:9][cH:10]2)([OH:23])[O:25]1. Reactants: FC1=C(C=C(C=C1)F)[N+](=O)[O-] (2,5-difluoronitrobenzene), N1CC(C(=O)N)CCC1 (nipecotamide), CN1CCCC1=O (NMP). Run in O (water). Conditions: temperature 80 celsius, time 2 hour. Product: FC1=CC(=C(C=C1)N1CC(CCC1)C(=O)N)[N+](=O)[O-] (1-(4-fluoro-2-nitrophenyl)piperidine-3-carboxamide). As a reaction SMILES: F[C:2]1[CH:7]=[CH:6][C:5]([F:8])=[CH:4][C:3]=1[N+:9]([O-:11])=[O:10].[NH:12]1[CH2:20][CH2:19][CH2:18][CH:14]([C:15]([NH2:17])=[O:16])[CH2:13]1.CN1C(=O)CCC1>O>[F:8][C:5]1[CH:6]=[CH:7][C:2]([N:12]2[CH2:20][CH2:19][CH2:18][CH:14]([C:15]([NH2:17])=[O:16])[CH2:13]2)=[C:3]([N+:9]([O-:11])=[O:10])[CH:4]=1. Reported procedure: The mixture consisting of 1.62 g of 2,5-difluoronitrobenzene, 1.9 g of nipecotamide and 10 ml of NMP was heated with stirring to 80° C. for 2 hours. After the mixture had been allowed to cool, 30 ml of water were added and the mixture was stirred at RT for 30 minutes. The precipitated solid was filtered off with suction and dried under reduced pressure.